Dataset: the Open Reaction Database (ORD), a public repository of structured organic reaction records. Task: describe an organic reaction: reactants, conditions, products, and yield The reactants are CC(C)CC(C(=O)NN(CC(C)C)C(=O)Cn1ccnc1)C(CCNC(=O)c1ccccc1)C(=O)NOCc1ccccc1, CO. Yields the product CC(C)CC(C(=O)NN(CC(C)C)C(=O)Cn1ccnc1)C(CCNC(=O)c1ccccc1)C(=O)NO. As a reaction SMILES: [C:1]([c:2]1[cH:3][cH:4][cH:5][cH:6][cH:7]1)(=[O:8])[NH:9][CH2:10][CH2:11][CH:12]([C:13]([NH:14][O:15][CH2:16][c:17]1[cH:18][cH:19][cH:20][cH:21][cH:22]1)=[O:23])[CH:24]([C:25](=[O:26])[NH:27][N:28]([CH2:29][CH:30]([CH3:31])[CH3:32])[C:33]([CH2:34][n:35]1[cH:36][n:37][cH:38][cH:39]1)=[O:40])[CH2:41][CH:42]([CH3:43])[CH3:44].[CH3:45][OH:46]>>[C:1]([c:2]1[cH:3][cH:4][cH:5][cH:6][cH:7]1)(=[O:8])[NH:9][CH2:10][CH2:11][CH:12]([C:13]([NH:14][OH:15])=[O:23])[CH:24]([C:25](=[O:26])[NH:27][N:28]([CH2:29][CH:30]([CH3:31])[CH3:32])[C:33]([CH2:34][n:35]1[cH:36][n:37][cH:38][cH:39]1)=[O:40])[CH2:41][CH:42]([CH3:43])[CH3:44]. The reactants are C(C)(C)(C)OC(N[C@@H](CC1=CC=CC=C1)[C@@H]1OC1)=O (((S)-(S)-1-oxiranyl-2-phenyl-ethyl)-carbamic acid tert-butyl ester), C1(CCCCC1)N (cyclohexylamine). The solvent is CCO (EtOH). Product: C(C)(C)(C)OC(N[C@H]([C@@H](CNC1CCCCC1)O)CC1=CC=CC=C1)=O (((1S,2R)-1-benzyl-3-cyclohexylamino-2-hydroxy-propyl)-carbamic acid tert-butyl ester). Isolated yield 65.3%. Reaction SMILES: [C:1]([O:5][C:6](=[O:19])[NH:7][C@H:8]([C@H:16]1[CH2:18][O:17]1)[CH2:9][C:10]1[CH:15]=[CH:14][CH:13]=[CH:12][CH:11]=1)([CH3:4])([CH3:3])[CH3:2].[CH:20]1([NH2:26])[CH2:25][CH2:24][CH2:23][CH2:22][CH2:21]1>CCO>[C:1]([O:5][C:6](=[O:19])[NH:7][C@@H:8]([CH2:9][C:10]1[CH:15]=[CH:14][CH:13]=[CH:12][CH:11]=1)[C@H:16]([OH:17])[CH2:18][NH:26][CH:20]1[CH2:25][CH2:24][CH2:23][CH2:22][CH2:21]1)([CH3:4])([CH3:3])[CH3:2]. Procedure details: ((S)-(S)-1-Oxiranyl-2-phenyl-ethyl)-carbamic acid tert-butyl ester (D101) (10 g, 38 mmol, 1 equiv) [Chirex 1819W94 Lot#9924382] was dissolved in EtOH (100 ml) and cyclohexylamine (13 ml, 114 mmol, 3 equiv) was added. The resulting mixture was heated, under an atmosphere of nitrogen, for 12 h at reflux temperature. The mixture was cooled and the solvent was removed by evaporation in vacuo. The resulting white solid was washed with H2O and then with Et2O before drying in vacuo to give ((1S,2R)-1-b... Reactants: ClC1=CC=C2C(=N1)CNC2 (2-chloro-6,7-dihydro-5H-pyrrolo[3,4-b]pyridine), CS(=O)(=O)C=1C=CC(=C(C(=O)O)C1)O[C@H](C(F)(F)F)C (5-Methanesulfonyl-2-((S)-2,2,2-trifluoro-1-methyl-ethoxy)-benzoic acid). Product: ClC1=CC=C2C(=N1)CN(C2)C(=O)C2=C(C=CC(=C2)S(=O)(=O)C)O[C@H](C(F)(F)F)C ((2-Chloro-5,7-dihydro-pyrrolo[3,4-b]pyridin-6-yl)-[5-methanesulfonyl-2-((S)-2,2,2-trifluoro-1-methyl-ethoxy)-phenyl]-methanone). RXN SMILES: [Cl:1][C:2]1[N:7]=[C:6]2[CH2:8][NH:9][CH2:10][C:5]2=[CH:4][CH:3]=1.[CH3:11][S:12]([C:15]1[CH:16]=[CH:17][C:18]([O:24][C@@H:25]([CH3:30])[C:26]([F:29])([F:28])[F:27])=[C:19]([CH:23]=1)[C:20](O)=[O:21])(=[O:14])=[O:13]>>[Cl:1][C:2]1[N:7]=[C:6]2[CH2:8][N:9]([C:20]([C:19]3[CH:23]=[C:15]([S:12]([CH3:11])(=[O:13])=[O:14])[CH:16]=[CH:17][C:18]=3[O:24][C@@H:25]([CH3:30])[C:26]([F:28])([F:29])[F:27])=[O:21])[CH2:10][C:5]2=[CH:4][CH:3]=1. Procedure details: Prepared in analogy to Example 1 from 2-chloro-6,7-dihydro-5H-pyrrolo[3,4-b]pyridine (Example A8(b)) and 5-methanesulfonyl-2-((S)-2,2,2-trifluoro-1-methyl-ethoxy)-benzoic acid (example B3). Yellow foam. MS (m/e): 451.0 ({37Cl}[M+H]+, 41%), 449.2 ({35Cl}[M+H]+, 100%). Reactants: ClCCNC(=O)C=1N(C=CC1)C (N-(2-chloroethyl)-1-methyl-1H-pyrrole-2-carboxamide), N1CCC(CC1)N1C(NC2=C1C=CC=C2)=O (1,3-dihydro-1-(4-piperidinyl)-2H-benzimidazol-2-one), C(O)([O-])=O.[Na+] (sodium hydrogen carbonate), [I-].[K+] (potassium iodide). Run in CC(CC(C)=O)C (4-methyl-2-pentanone). Yields the product O.Cl.O=C1NC2=C(N1C1CCN(CC1)CCNC(=O)C=1N(C=CC1)C)C=CC=C2 (N-{2-[4-(2,3-dihydro-2-oxo-1H-benzimidazol-1-yl)-1-piperidinyl]ethyl}-1-methyl-1H-pyrrole-2-carboxamide hydrochloride hydrate). RXN SMILES: [Cl:1][CH2:2][CH2:3][NH:4][C:5]([C:7]1[N:8]([CH3:12])[CH:9]=[CH:10][CH:11]=1)=[O:6].[NH:13]1[CH2:18][CH2:17][CH:16]([N:19]2[C:23]3[CH:24]=[CH:25][CH:26]=[CH:27][C:22]=3[NH:21][C:20]2=[O:28])[CH2:15][CH2:14]1.C(=O)([O-])O.[Na+].[I-].[K+]>CC(C)CC(=O)C>[OH2:6].[ClH:1].[O:28]=[C:20]1[N:19]([CH:16]2[CH2:15][CH2:14][N:13]([CH2:2][CH2:3][NH:4][C:5]([C:7]3[N:8]([CH3:12])[CH:9]=[CH:10][CH:11]=3)=[O:6])[CH2:18][CH2:17]2)[C:23]2[CH:24]=[CH:25][CH:26]=[CH:27][C:22]=2[NH:21]1 |f:2.3,4.5,7.8.9|. Reported procedure: A mixture of 5.6 parts of N-(2-chloroethyl)-1-methyl-1H-pyrrole-2-carboxamide, 6.52 parts of 1,3-dihydro-1-(4-piperidinyl)-2H-benzimidazol-2-one, 2.52 parts of sodium hydrogen carbonate, 0.1 parts of potassium iodide and 240 parts of 4-methyl-2-pentanone is stirred and refluxed for 62 hours. The reaction mixture is cooled and the solvent is evaporated. The residue is purified by columnchromatography over silica gel using a mixture of trichloromethane and methanol (95:5 by volume) as eluent. The ...